This data is from the Open Reaction Database (ORD), a public repository of structured organic reaction records. The task is: describe an organic reaction: reactants, conditions, products, and yield Starting materials: NC1=C(C=C(C=N1)C(=O)N=S(=O)(C)CCCCC(=O)OC)C#CC1=CC(=CC=C1)N (methyl 5-[N-({6-amino-5-[(3-aminophenyl)ethynyl]pyridin-3-yl}carbonyl)-S-methylsulfonimidoyl]pentanoate), ClC1=C(C=C(C(=O)O)C=C1)C(F)(F)F (4-chloro-3-(trifluoromethyl)benzoic acid). Yields the product NC1=C(C=C(C=N1)C(=O)N=S(=O)(C)CCCCC(=O)OC)C#CC1=CC(=CC=C1)NC(C1=CC(=C(C=C1)Cl)C(F)(F)F)=O (Methyl 5-[N-({6-amino-5-[(3-{[4-chloro-3-(trifluoromethyl)benzoyl]amino}phenyl)ethynyl]pyridin-3-yl}carbonyl)-S-methylsulfonimidoyl]pentanoate). RXN SMILES: [NH2:1][C:2]1[N:7]=[CH:6][C:5]([C:8]([N:10]=[S:11]([CH2:14][CH2:15][CH2:16][CH2:17][C:18]([O:20][CH3:21])=[O:19])([CH3:13])=[O:12])=[O:9])=[CH:4][C:3]=1[C:22]#[C:23][C:24]1[CH:29]=[CH:28][CH:27]=[C:26]([NH2:30])[CH:25]=1.[Cl:31][C:32]1[CH:40]=[CH:39][C:35]([C:36](O)=[O:37])=[CH:34][C:33]=1[C:41]([F:44])([F:43])[F:42]>>[NH2:1][C:2]1[N:7]=[CH:6][C:5]([C:8]([N:10]=[S:11]([CH2:14][CH2:15][CH2:16][CH2:17][C:18]([O:20][CH3:21])=[O:19])([CH3:13])=[O:12])=[O:9])=[CH:4][C:3]=1[C:22]#[C:23][C:24]1[CH:29]=[CH:28][CH:27]=[C:26]([NH:30][C:36](=[O:37])[C:35]2[CH:39]=[CH:40][C:32]([Cl:31])=[C:33]([C:41]([F:44])([F:42])[F:43])[CH:34]=2)[CH:25]=1. Procedure: In a manner similar to that described in Example 25, methyl 5-[N-({6-amino-5-[(3-aminophenyl)ethynyl]pyridin-3-yl}carbonyl)-S-methylsulfonimidoyl]pentanoate and 4-chloro-3-(trifluoromethyl)benzoic acid were coupled to give the title compound as a white solid (74 mg). Reactants: COC(CCCO[Si](c1ccccc1)(c1ccccc1)C(C)(C)C)c1ccc(Cl)cc1, CCCC[N+](CCCC)(CCCC)CCCC, C1CCOC1, [F-]. The product is COC(CCCO)c1ccc(Cl)cc1. As a reaction SMILES: [C:1]([Si:2]([c:3]1[cH:4][cH:5][cH:6][cH:7][cH:8]1)([c:9]1[cH:10][cH:11][cH:12][cH:13][cH:14]1)[O:18][CH2:19][CH2:20][CH2:21][CH:22]([O:23][CH3:24])[c:25]1[cH:26][cH:27][c:28]([Cl:31])[cH:29][cH:30]1)([CH3:15])([CH3:16])[CH3:17].[CH2:33]([N+:34]([CH2:35][CH2:36][CH2:37][CH3:38])([CH2:39][CH2:40][CH2:41][CH3:42])[CH2:43][CH2:44][CH2:45][CH3:46])[CH2:47][CH2:48][CH3:49].[CH2:50]1[O:51][CH2:52][CH2:53][CH2:54]1.[F-:32]>>[OH:18][CH2:19][CH2:20][CH2:21][CH:22]([O:23][CH3:24])[c:25]1[cH:26][cH:27][c:28]([Cl:31])[cH:29][cH:30]1. The reactants are FC(C(=O)O)(F)F.NC1CCN(CC1)CCN1C(N(C(C2=CC=C(C=C12)F)=O)C)=O (1-[2-(4-Aminopiperidin-1-yl)ethyl]-7-fluoro-3-methylquinazoline-2,4(1H,3H)-dione trifluoroacetate salt), FC(C(=O)O)(F)F.NC1CCN(CC1)CCN1C(N(C(C2=CC=C(C=C12)F)=O)C)=O (1-[2-(4-Aminopiperidin-1-yl)ethyl]-7-fluoro-3-methylquinazoline-2,4(1H,3H)-dione trifluoroacetate salt), C(C)(C)N(C(C)C)CC (N,N-diisopropylethylamine), O=C1NC2=C(OC1)C=CC(=N2)C=O (3-oxo-3,4-dihydro-2H-pyrido[3,2-b][1,4]oxazine-6-carbaldehyde), C(C)(=O)O[BH-](OC(C)=O)OC(C)=O.[Na+] (sodium triacetoxy borohydride). Solvent: ClCCl (dichloromethane), O (water), ClCCl (dichloromethane). Product: FC1=CC=C2C(N(C(N(C2=C1)CCN1CCC(CC1)NCC=1C=CC=2OCC(NC2N1)=O)=O)C)=O (7-Fluoro-3-methyl-1-[2-(4-{[(3-oxo-3,4-dihydro-2H-pyrido[3,2-b][1,4]oxazin-6-yl)methyl]amino}piperidin-1-yl)ethyl]quinazoline-2,4(1H,3H)-dione). The yield is 20.9%. As a reaction SMILES: FC(F)(F)C(O)=O.[NH2:8][CH:9]1[CH2:14][CH2:13][N:12]([CH2:15][CH2:16][N:17]2[C:26]3[C:21](=[CH:22][CH:23]=[C:24]([F:27])[CH:25]=3)[C:20](=[O:28])[N:19]([CH3:29])[C:18]2=[O:30])[CH2:11][CH2:10]1.C(N(CC)C(C)C)(C)C.[O:40]=[C:41]1[CH2:46][O:45][C:44]2[CH:47]=[CH:48][C:49]([CH:51]=O)=[N:50][C:43]=2[NH:42]1.C(O[BH-](OC(=O)C)OC(=O)C)(=O)C.[Na+]>ClCCl.O>[F:27][C:24]1[CH:25]=[C:26]2[C:21]([C:20](=[O:28])[N:19]([CH3:29])[C:18](=[O:30])[N:17]2[CH2:16][CH2:15][N:12]2[CH2:11][CH2:10][CH:9]([NH:8][CH2:51][C:49]3[CH:48]=[CH:47][C:44]4[O:45][CH2:46][C:41](=[O:40])[NH:42][C:43]=4[N:50]=3)[CH2:14][CH2:13]2)=[CH:22][CH:23]=1 |f:0.1,4.5|. Procedure details: 1-[2-(4-Aminopiperidin-1-yl)ethyl]-7-fluoro-3-methylquinazoline-2,4(1H,3H)-dione trifluoroacetate salt (Intermediate 134) (0.476 mmol, 380 mg crude) was converted to the free base with N,N-diisopropylethylamine (0.5 mL, 3.0 mmol) and reacted with 3-oxo-3,4-dihydro-2H-pyrido[3,2-b][1,4]oxazine-6-carbaldehyde (WO 2004/058144) (102 mg, 0.571 mmol) and sodium triacetoxy borohydride (222 mg, 1.05 mmol) as described for Example 55. The reaction was diluted with dichloromethane and water. The layers we... Starting materials: C(C)(C)(C)ON(C(=N)N=C=O)CC1=CC(=C(C=C1)OCCCF)Br (tert-butoxy-carbonyl-[3-bromo-4-(3-fluoro-propoxy)-benzyl]-guanidine), Cl (HCl). The solvent is O1CCOCC1 (dioxane), O (water), C(C)#N (ACN). Product: Cl.BrC=1C=C(CNC(=N)N)C=CC1OCCCF (N-[3-bromo-4-(3-fluoro-propoxy)-benzyl]-guanidine hydrochloride). The yield is 99.0%. Reaction SMILES: C(O[N:6]([CH2:12][C:13]1[CH:18]=[CH:17][C:16]([O:19][CH2:20][CH2:21][CH2:22][F:23])=[C:15]([Br:24])[CH:14]=1)[C:7]([N:9]=C=O)=[NH:8])(C)(C)C.[ClH:25]>O1CCOCC1.O.C(#N)C>[ClH:25].[Br:24][C:15]1[CH:14]=[C:13]([CH:18]=[CH:17][C:16]=1[O:19][CH2:20][CH2:21][CH2:22][F:23])[CH2:12][NH:6][C:7]([NH2:9])=[NH:8] |f:5.6|. Procedure details: A solution of 1,3-bis(tert-butoxy-carbonyl-[3-bromo-4-(3-fluoro-propoxy)-benzyl]-guanidine (250.6 mg, 50 mmol) in 4N HCl in dioxane (6 mL) was heated to 50° C. for 2 h. The reaction mixture was diluted with water (4 mL) and ACN (1 mL) and lyophilized to afford N-[3-bromo-4-(3-fluoro-propoxy)-benzyl]-guanidine hydrochloride as a white solid (169.1 mg, 99% yield). 1H NMR (DMSO-d6, 600 MHz): δ 8.03 (br t, 1H), 7.55 (m, 1H), 7.31-7.27 (m, 2H), 7.15 (d, J=9 Hz, 1H), 4.72 (t, J=6 Hz, 1H), 4.56 (t, J=6...